From a dataset of the Open Reaction Database (ORD), a public repository of structured organic reaction records. describe an organic reaction: reactants, conditions, products, and yield Reactants: [OH-].[Na+] (NaOH), C(C)[O-].COC=1C(=C2C(=CC=[N+](C2=C(C1)N1C(C=2C(C1=O)=CC=CC2)=O)[O-])C)OC2=CC(=CC=C2)C(F)(F)F (6-Methoxy-4-methyl-8-phthalimido-5-(3-trifluoromethylphenoxy)-quinoline-1-oxide Ethanolate), C(C)[O-].COC=1C(=C2C(=CC=[N+](C2=C(C1)N1C(C=2C(C1=O)=CC=CC2)=O)[O-])C)OC2=CC(=CC=C2)C(F)(F)F (6-methoxy-4-methyl-8-phthalimido-5-(3-trifluoromethylphenoxy)quinoline-1-oxide ethanolate), O=P(Cl)(Cl)Cl (POCl3). Solvent: C(Cl)(Cl)Cl (CHCl3). Yields the product ClC1=NC2=C(C=C(C(=C2C(=C1)C)OC1=CC(=CC=C1)C(F)(F)F)OC)N1C(C=2C(C1=O)=CC=CC2)=O (2-Chloro-6-methoxy-4-methyl-8-phthalimido-5-(3-trifluoromethylphenoxy)quinoline). RXN SMILES: C([O-])C.[CH3:4][O:5][C:6]1[C:7]([O:29][C:30]2[CH:35]=[CH:34][CH:33]=[C:32]([C:36]([F:39])([F:38])[F:37])[CH:31]=2)=[C:8]2[C:13](=[C:14]([N:16]3[C:20](=[O:21])[C:19]4=[CH:22][CH:23]=[CH:24][CH:25]=[C:18]4[C:17]3=[O:26])[CH:15]=1)[N+:12]([O-])=[CH:11][CH:10]=[C:9]2[CH3:28].O=P(Cl)(Cl)[Cl:42].[OH-].[Na+]>C(Cl)(Cl)Cl>[Cl:42][C:11]1[CH:10]=[C:9]([CH3:28])[C:8]2[C:13](=[C:14]([N:16]3[C:17](=[O:26])[C:18]4=[CH:25][CH:24]=[CH:23][CH:22]=[C:19]4[C:20]3=[O:21])[CH:15]=[C:6]([O:5][CH3:4])[C:7]=2[O:29][C:30]2[CH:35]=[CH:34][CH:33]=[C:32]([C:36]([F:38])([F:37])[F:39])[CH:31]=2)[N:12]=1 |f:0.1,3.4|. Procedure details: From 6-methoxy-4-methyl-8-phthalimido-5-(3-trifluoromethylphenoxy)quinoline-1-oxide Ethanolate (III): A solution of 6-methoxy-4-methyl-8-phthalimido-5-(3-trifluoromethylphenoxy)quinoline-1-oxide ethanolate (32.7g, 60.5 mmol) in CHCl3 (500 mL) was treated with POCl3 (55 mL, 92 g, 602 mmol) over 15 min. The solution was refluxed 2 hours, cooled, poured onto ice (1500 mL) and the pH was adjusted to 12 with 20% NaOH (700 g). The separated aqueous layer was extracted with CHCl3 (2×200 mL). The extrac... The solvent is CO (methanol). The yield is 93.0%. RXN SMILES: [F:1][CH2:2][CH2:3][N:4]1[C:8]([NH:9]C=O)=[CH:7][CH:6]=[N:5]1.Cl>CO>[F:1][CH2:2][CH2:3][N:4]1[C:8]([NH2:9])=[CH:7][CH:6]=[N:5]1. Procedure details: To a solution of [1-(2-fluoroethyl)-1H-pyrazol-5-yl]formamide (15.7 g) in methanol (78 ml) was added concentrated hydrochloric acid (21 ml) at room temperature. The reaction mixture was stirred for 3.5 hours and evaporated in vacuo. The residue was dissolved in ethyl acetate and washed with aqueous sodium hydrogen carbonate solution. The organic layer was dried over magnesium sulfate and concentrated in vacuo to give 1-(2-fluoroethyl)-1H-pyrazol-5-amine (12 g). Product: FCCN1N=CC=C1N (1-(2-fluoroethyl)-1H-pyrazol-5-amine). Reaction conditions: time 3.5 hour. The reactants are FCCN1N=CC=C1NC=O ([1-(2-fluoroethyl)-1H-pyrazol-5-yl]formamide), Cl (hydrochloric acid).